Dataset: the Open Reaction Database (ORD), a public repository of structured organic reaction records. Task: describe an organic reaction: reactants, conditions, products, and yield Starting materials: COC(C1=CC(=C(C=C1)NCC)[N+](=O)[O-])=O (4-ethylamino-3-nitro-benzoic acid methyl ester). Reagents/catalysts: [Pd] (Pd/C). The solvent is CO.CCOC(=O)C (MeOH EtOAc). Product: COC(C1=CC(=C(C=C1)NCC)N)=O (3-Amino-4-ethylamino-benzoic acid methyl ester). Yield: 92.3%. As a reaction SMILES: [CH3:1][O:2][C:3](=[O:16])[C:4]1[CH:9]=[CH:8][C:7]([NH:10][CH2:11][CH3:12])=[C:6]([N+:13]([O-])=O)[CH:5]=1>CO.CCOC(C)=O.[Pd]>[CH3:1][O:2][C:3](=[O:16])[C:4]1[CH:9]=[CH:8][C:7]([NH:10][CH2:11][CH3:12])=[C:6]([NH2:13])[CH:5]=1 |f:1.2|. Procedure details: 3-Amino-4-ethylamino-benzoic acid methyl ester (3.2 g) was prepared by following General Procedure B starting from 4-ethylamino-3-nitro-benzoic acid methyl ester (4.0 g) and Pd/C (20% by weight, 800.0 mg) in MeOH:EtOAc (1:1, 30.0 mL). The crude product was used in the next step without further purification. Starting materials: CCO, COc1ccc(Cl)cc1N, FC(F)(F)c1cc(Cl)nc(-c2cccnc2)n1, Cl, O. Yields the product COc1ccc(Cl)cc1Nc1cc(C(F)(F)F)nc(-c2cccnc2)n1. As a reaction SMILES: [CH2:30]([OH:31])[CH3:32].[CH3:18][O:19][c:20]1[c:21]([NH2:22])[cH:23][c:24]([Cl:27])[cH:25][cH:26]1.[Cl:1][c:2]1[n:3][c:4](-[c:12]2[cH:13][n:14][cH:15][cH:16][cH:17]2)[n:5][c:6]([C:8]([F:9])([F:10])[F:11])[cH:7]1.[ClH:28].[OH2:29]>>[c:2]1([NH:22][c:21]2[c:20]([O:19][CH3:18])[cH:26][cH:25][c:24]([Cl:27])[cH:23]2)[n:3][c:4](-[c:12]2[cH:13][n:14][cH:15][cH:16][cH:17]2)[n:5][c:6]([C:8]([F:9])([F:10])[F:11])[cH:7]1. Reactants: CCBr, Clc1ccccc1-c1ccc(CN2CCNC(Cc3ccccc3)C2)cc1, C1CCOC1, CCN(C(C)C)C(C)C. Product: CCN1CCN(Cc2ccc(-c3ccccc3Cl)cc2)CC1Cc1ccccc1. As a reaction SMILES: [Br:37][CH2:38][CH3:39].[CH2:1]([c:2]1[cH:3][cH:4][cH:5][cH:6][cH:7]1)[CH:8]1[CH2:9][N:10]([CH2:14][c:15]2[cH:16][cH:17][c:18](-[c:21]3[c:22]([Cl:27])[cH:23][cH:24][cH:25][cH:26]3)[cH:19][cH:20]2)[CH2:11][CH2:12][NH:13]1.[CH2:40]1[O:41][CH2:42][CH2:43][CH2:44]1.[CH:28]([CH3:29])([N:30]([CH2:31][CH3:32])[CH:33]([CH3:34])[CH3:35])[CH3:36]>>[CH2:1]([c:2]1[cH:3][cH:4][cH:5][cH:6][cH:7]1)[CH:8]1[CH2:9][N:10]([CH2:14][c:15]2[cH:16][cH:17][c:18](-[c:21]3[c:22]([Cl:27])[cH:23][cH:24][cH:25][cH:26]3)[cH:19][cH:20]2)[CH2:11][CH2:12][N:13]1[CH2:28][CH3:29]. Reactants: C(C)(=O)C1=CC=NC=C1 (4-acetylpyridine), [H-].[Na+] (NaH), C(C1=CC=CC=C1)(=O)C1=CC=CC=C1 (benzophenone), suspension. The solvent is CN(C(C)=O)C (N,N-dimethylacetamide). Reaction conditions: temperature 0 celsius, time 30 minute. Yields the product OC(CC(=O)C1=CC=NC=C1)(C1=CC=CC=C1)C1=CC=CC=C1 (3-Hydroxy-3,3-diphenyl-1-pyridin-4-yl-propan-1-one). The yield is 3.8%. Reaction SMILES: [C:1]([C:4]1[CH:9]=[CH:8][N:7]=[CH:6][CH:5]=1)(=[O:3])[CH3:2].[H-].[Na+].[C:12]([C:20]1[CH:25]=[CH:24][CH:23]=[CH:22][CH:21]=1)(=[O:19])[C:13]1[CH:18]=[CH:17][CH:16]=[CH:15][CH:14]=1>CN(C)C(=O)C>[OH:19][C:12]([C:13]1[CH:18]=[CH:17][CH:16]=[CH:15][CH:14]=1)([C:20]1[CH:25]=[CH:24][CH:23]=[CH:22][CH:21]=1)[CH2:2][C:1]([C:4]1[CH:9]=[CH:8][N:7]=[CH:6][CH:5]=1)=[O:3] |f:1.2|. Reported procedure: To a stirred solution of 4-acetylpyridine (1.25 g) in N,N-dimethylacetamide (10 ml) was added NaH (0.413 g, as a 55% suspension in mineral oil) at 0° C. After stirring for 30 min, benzophenone (1.882 g) was added. After 30 min, the cooling bath was removed. The mixture was stirred overnight at room temperature. The mixture was cooled to 0° C. NaH (0.413 g, as a 55% suspension in mineral oil) was added and the mixture was stirred for 3 h. Water and ethyl acetate were added. The pH was adjusted to... The reactants are Cc1ccc2ncc([N+](=O)[O-])cc2c1, O=C(OO)c1cccc(Cl)c1, ClCCl. Product: Cc1ccc2c(c1)cc([N+](=O)[O-])c[n+]2[O-]. As a reaction SMILES: [CH3:12][c:13]1[cH:14][c:15]2[cH:16][c:17]([N+:23](=[O:24])[O-:25])[cH:18][n:19][c:20]2[cH:21][cH:22]1.[Cl:1][c:2]1[cH:3][cH:4][cH:5][c:6]([C:7]([O:8][OH:10])=[O:9])[cH:11]1.[Cl:26][CH2:27][Cl:28]>>[O-:9][n+:19]1[cH:18][c:17]([N+:23](=[O:24])[O-:25])[cH:16][c:15]2[cH:14][c:13]([CH3:12])[cH:22][cH:21][c:20]21.